Dataset: the Open Reaction Database (ORD), a public repository of structured organic reaction records. Task: describe an organic reaction: reactants, conditions, products, and yield Starting materials: CC(C)(C)OC(=O)Nc1ccc(C(F)(F)F)cc1C(=O)NCC(=O)NC1CCN(Cc2ccc(Cl)cc2)C1, CO, O=CO, [OH-], [OH-], [Pd+2]. The product is CC(C)(C)OC(=O)Nc1ccc(C(F)(F)F)cc1C(=O)NCC(=O)NC1CCNC1. As a reaction SMILES: [C:1]([CH3:2])([CH3:3])([CH3:4])[O:5][C:6](=[O:7])[NH:8][c:9]1[c:10]([C:11](=[O:12])[NH:13][CH2:14][C:15](=[O:16])[NH:17][CH:18]2[CH2:19][N:20]([CH2:23][c:24]3[cH:25][cH:26][c:27]([Cl:28])[cH:29][cH:30]3)[CH2:21][CH2:22]2)[cH:31][c:32]([C:35]([F:36])([F:37])[F:38])[cH:33][cH:34]1.[CH3:45][OH:46].[CH:39]([OH:40])=[O:41].[OH-:42].[OH-:43].[Pd+2:44]>>[C:1]([CH3:2])([CH3:3])([CH3:4])[O:5][C:6](=[O:7])[NH:8][c:9]1[c:10]([C:11](=[O:12])[NH:13][CH2:14][C:15](=[O:16])[NH:17][CH:18]2[CH2:19][NH:20][CH2:21][CH2:22]2)[cH:31][c:32]([C:35]([F:36])([F:37])[F:38])[cH:33][cH:34]1.